From a dataset of the Open Reaction Database (ORD), a public repository of structured organic reaction records. describe an organic reaction: reactants, conditions, products, and yield Starting materials: C[Si](C)(C)[N-][Si](C)(C)C.[Li+] (lithium bis(trimethylsilyl)amide), C1(=CC=CC=C1)COC1=CC(=C(C=C1)CBr)C (4-(bromomethyl)-3-methylphenyl phenylmethyl ether), FC1=C(C(=O)NC2=NNC=C2)C(=CC=C1)F (2,6-difluoro-N-1H-pyrazol-3-ylbenzamide), FC1=C(C(=O)NC2=NNC=C2)C(=CC=C1)F (2,6-difluoro-N-1H-pyrazol-3-ylbenzamide). Solvent: C1CCOC1 (THF), C1CCOC1 (THF), C1CCOC1 (THF). Conditions: time 20 minute. Product: FC1=C(C(=O)NC2=NN(C=C2)CC2=C(C=C(C=C2)OCC2=CC=CC=C2)C)C(=CC=C1)F (2,6-Difluoro-N-[1-({2-methyl-4-[(phenylmethyl)oxy]phenyl}methyl)-1H-pyrazol-3-yl]benzamide). RXN SMILES: [F:1][C:2]1[CH:15]=[CH:14][CH:13]=[C:12]([F:16])[C:3]=1[C:4]([NH:6][C:7]1[CH:11]=[CH:10][NH:9][N:8]=1)=[O:5].C[Si]([N-][Si](C)(C)C)(C)C.[Li+].[C:27]1([CH2:33][O:34][C:35]2[CH:40]=[CH:39][C:38]([CH2:41]Br)=[C:37]([CH3:43])[CH:36]=2)[CH:32]=[CH:31][CH:30]=[CH:29][CH:28]=1>C1COCC1>[F:1][C:2]1[CH:15]=[CH:14][CH:13]=[C:12]([F:16])[C:3]=1[C:4]([NH:6][C:7]1[CH:11]=[CH:10][N:9]([CH2:41][C:38]2[CH:39]=[CH:40][C:35]([O:34][CH2:33][C:27]3[CH:32]=[CH:31][CH:30]=[CH:29][CH:28]=3)=[CH:36][C:37]=2[CH3:43])[N:8]=1)=[O:5] |f:1.2|. Procedure: To a solution of 2,6-difluoro-N-1H-pyrazol-3-ylbenzamide (for a preparation see Intermediate 9)(1.31 g, 5.87 mmol) in anhydrous THF (30 ml) was added 1.0 M lithium bis(trimethylsilyl)amide in THF (6 ml, 6 mmol) at ambient temperature under nitrogen. The yellow solution was stirred for 20 min. To the solution was added a solution of 4-(bromomethyl)-3-methylphenyl phenylmethyl ether (1.72 g, 5.91 mmol) in THF (13 ml). The mixture was stirred overnight. The solvent was removed in vacuo and the resi... Starting materials: C1(CC1)C=1C=C(C=CC1S(=O)(=O)C1CC1)/C(/C(=O)NC1=NC=C(C(=O)O)C=C1)=C\[C@@H]1CC2(O[C@@H]([C@H](O2)C2=CC=CC=C2)C2=CC=CC=C2)CC1 (6-({(2E)-2-[3-cyclopropyl-4-(cyclopropylsulfonyl)phenyl]-3-[(2R,3R,7S)-2,3-diphenyl-1,4-dioxaspiro[4.4]non-7-yl]prop-2-enoyl}amino)nicotinic acid), Cl (hydrochloric acid), Cl.C(C)(=O)OCC (hydrogen chloride ethyl acetate). Solvent: [Cl-].[Na+].O (brine), O1CCOCC1 (1,4-dioxane), C(C)(=O)OCC (ethyl acetate). Run at temperature 50 celsius, time 2 hour. The product is Cl.C1(CC1)C=1C=C(C=CC1S(=O)(=O)C1CC1)/C(/C(=O)NC1=NC=C(C(=O)O)C=C1)=C\[C@@H]1CC(CC1)=O (6-({(2E)-2-[3-cyclopropyl-4-(cyclopropylsulfonyl)phenyl]-3-[(1S)-3-oxocyclopentyl]prop-2-enoyl}amino)nicotinic acid monohydrochloride). RXN SMILES: [CH:1]1([C:4]2[CH:5]=[C:6](/[C:16](=[CH:29]\[C@H:30]3[CH2:50][CH2:49][C:32]4(O[C@H](C5C=CC=CC=5)[C@@H](C5C=CC=CC=5)[O:33]4)[CH2:31]3)/[C:17]([NH:19][C:20]3[CH:28]=[CH:27][C:23]([C:24]([OH:26])=[O:25])=[CH:22][N:21]=3)=[O:18])[CH:7]=[CH:8][C:9]=2[S:10]([CH:13]2[CH2:15][CH2:14]2)(=[O:12])=[O:11])[CH2:3][CH2:2]1.[ClH:51].Cl.C(OCC)(=O)C>O1CCOCC1.[Cl-].[Na+].O.C(OCC)(=O)C>[ClH:51].[CH:1]1([C:4]2[CH:5]=[C:6](/[C:16](=[CH:29]\[C@H:30]3[CH2:50][CH2:49][C:32](=[O:33])[CH2:31]3)/[C:17]([NH:19][C:20]3[CH:28]=[CH:27][C:23]([C:24]([OH:26])=[O:25])=[CH:22][N:21]=3)=[O:18])[CH:7]=[CH:8][C:9]=2[S:10]([CH:13]2[CH2:15][CH2:14]2)(=[O:11])=[O:12])[CH2:2][CH2:3]1 |f:2.3,5.6.7,9.10|. Reported procedure: To a solution of 6-({(2E)-2-[3-cyclopropyl-4-(cyclopropylsulfonyl)phenyl]-3-[(2R,3R,7S)-2,3-diphenyl-1,4-dioxaspiro[4.4]non-7-yl]prop-2-enoyl}amino)nicotinic acid (194 mg) in 1,4-dioxane (4 mL) was added 4 M hydrochloric acid (4 mL), followed by stirring at 50° C. for 2 hours. After leaving it to be cooled to room temperature, saturated brine was added thereto. After extraction with chloroform, the organic layer was dried over anhydrous magnesium sulfate. The crude product obtained by concentrat... Starting materials: ClC1=NC=NC(=C1C)C1=CC=C(C=C1)C(F)(F)F (4-chloro-5-methyl-6-[4-(trifluoromethyl)phenyl]pyrimidine), C(C)(C)N(C(C)C)CC (N,N-diisopropylethylamine), C(CCC)NCC1=CC(=C(OCC(=O)OCC)C=C1)C (ethyl {4-[(butylamino)methyl]-2-methylphenoxy}acetate). The solvent is C(Cl)Cl (CH2Cl2). Reaction conditions: temperature 100 celsius. Product: C(CCC)N(C1=NC=NC(=C1C)C1=CC=C(C=C1)C(F)(F)F)CC1=CC(=C(OCC(=O)OCC)C=C1)C (Ethyl {4-[(butyl{5-methyl-6-[4-(trifluoromethyl)phenyl]pyrimidin-4-yl}amino)methyl]-2-methylphenoxy}acetate). Yield: 43.9%. As a reaction SMILES: Cl[C:2]1[C:7]([CH3:8])=[C:6]([C:9]2[CH:14]=[CH:13][C:12]([C:15]([F:18])([F:17])[F:16])=[CH:11][CH:10]=2)[N:5]=[CH:4][N:3]=1.C(N(CC)C(C)C)(C)C.[CH2:28]([NH:32][CH2:33][C:34]1[CH:46]=[CH:45][C:37]([O:38][CH2:39][C:40]([O:42][CH2:43][CH3:44])=[O:41])=[C:36]([CH3:47])[CH:35]=1)[CH2:29][CH2:30][CH3:31]>C(Cl)Cl>[CH2:28]([N:32]([CH2:33][C:34]1[CH:46]=[CH:45][C:37]([O:38][CH2:39][C:40]([O:42][CH2:43][CH3:44])=[O:41])=[C:36]([CH3:47])[CH:35]=1)[C:2]1[C:7]([CH3:8])=[C:6]([C:9]2[CH:14]=[CH:13][C:12]([C:15]([F:18])([F:17])[F:16])=[CH:11][CH:10]=2)[N:5]=[CH:4][N:3]=1)[CH2:29][CH2:30][CH3:31]. Reported procedure: A mixture of 4-chloro-5-methyl-6-[4-(trifluoromethyl)phenyl]pyrimidine (0.229 g, 0.84 mmol), N,N-diisopropylethylamine (0.293 mL, 1.68 mmol) and ethyl {4-[(butylamino)methyl]-2-methylphenoxy}acetate (0.35 g, 1.26 mmol) was heated at 100° C. in a sealed reactivial for 18 h. The reaction mixture was then allowed to come to room temperature, and the residue dissolved in CH2Cl2 (50 mL), the organic extract was washed water (20 mL) and passed through a hydrophobic frit then concentrated in vacuo. Pur... The reactants are ClC1=C(N)C=CC=C1 (2-chloroaniline), C(C)OC1=NC2=C(C(=CC=C2C(=C1)OC1CC2C(N(CCCCC=CC3CC3(NC(C2C1)=O)C(=O)O)C)=O)OC)C (17-[2-ethoxy-7-methoxy-8-methylquinolin-4-yloxy]-13-methyl-2,14-dioxo-3,13-diazatricyclo[13.3.0.04,6]octadec-7-ene-4-carboxylic acid). The product is ClC=1C=CC=C2C(=CC(=NC12)OCC)OC1CC2C(N(CCCCC=CC3CC3(NC(C2C1)=O)C(=O)O)C)=O (17-[8-chloro-2-ethoxyquinolin-4-yloxy]-13-methyl-2,14-dioxo-3,13-diazatricyclo[13.3.0.04,6]octadec-7-ene-4-carboxylic acid). RXN SMILES: [Cl:1][C:2]1[CH:8]=[CH:7][CH:6]=[CH:5][C:3]=1[NH2:4].[CH2:9]([O:11][C:12]1[CH:21]=[C:20]([O:22][CH:23]2[CH2:40][CH:39]3[CH:25]([C:26](=[O:46])[N:27]([CH3:45])[CH2:28][CH2:29][CH2:30][CH2:31][CH:32]=[CH:33][CH:34]4[C:36]([C:42]([OH:44])=[O:43])([NH:37][C:38]3=[O:41])[CH2:35]4)[CH2:24]2)C2C(=C(C)C(OC)=CC=2)N=1)[CH3:10]>>[Cl:1][C:2]1[CH:8]=[CH:7][CH:6]=[C:5]2[C:3]=1[N:4]=[C:12]([O:11][CH2:9][CH3:10])[CH:21]=[C:20]2[O:22][CH:23]1[CH2:40][CH:39]2[CH:25]([C:26](=[O:46])[N:27]([CH3:45])[CH2:28][CH2:29][CH2:30][CH2:31][CH:32]=[CH:33][CH:34]3[C:36]([C:42]([OH:44])=[O:43])([NH:37][C:38]2=[O:41])[CH2:35]3)[CH2:24]1. Reported procedure: The title compound (10) was prepared from 2-chloroaniline following the procedure (Steps A-J) reported for synthesis of 17-[2-ethoxy-7-methoxy-8-methylquinolin-4-yl-oxy]-13-methyl-2,14-dioxo-3,13-diazatricyclo[13.3.0.04,6]octadec-7-ene-4-carboxylic acid (2): m/z=556 (M+H)+. Reported procedure: 2.50 ml (corresponding to 0.0067 mole of chromium trioxide) of an oxidation solution according to Jones (preparation of 250 ml by dissolving of 66.8 g of chromium trioxide in 57.5 ml of concentrated sulphuric acid and making up with water to 250 ml) is added dropwise at room temperature, with stirring, to a solution of 4.22 g (0.01 mole) of 1-[2-(α-hydroxybenzyl)-4-chlorophenyl]-5-[(dimethylamino)-methyl]-1H-1,2,4-triazole-3-carboxamide-hydrochloride in 800 ml of acetone. The reaction mixture, g... Run at time 18 hour. Run in S(O)(O)(=O)=O (sulphuric acid), CC(=O)C (acetone). RXN SMILES: O.Cl.[OH:3][CH:4]([C:11]1[CH:16]=[C:15]([Cl:17])[CH:14]=[CH:13][C:12]=1[N:18]1[C:22]([CH2:23][N:24]([CH3:26])[CH3:25])=[N:21][C:20]([C:27]([NH2:29])=[O:28])=[N:19]1)[C:5]1[CH:10]=[CH:9][CH:8]=[CH:7][CH:6]=1>S(=O)(=O)(O)O.CC(C)=O.[O-2].[O-2].[O-2].[Cr+6]>[ClH:17].[C:4]([C:11]1[CH:16]=[C:15]([Cl:17])[CH:14]=[CH:13][C:12]=1[N:18]1[C:22]([CH2:23][N:24]([CH3:26])[CH3:25])=[N:21][C:20]([C:27]([NH2:29])=[O:28])=[N:19]1)(=[O:3])[C:5]1[CH:6]=[CH:7][CH:8]=[CH:9][CH:10]=1 |f:1.2,5.6.7.8,9.10|. Starting materials: O (water), Cl.OC(C1=CC=CC=C1)C1=C(C=CC(=C1)Cl)N1N=C(N=C1CN(C)C)C(=O)N (1-[2-(α-hydroxybenzyl)-4-chlorophenyl]-5-[(dimethylamino)-methyl]-1H-1,2,4-triazole-3-carboxamide-hydrochloride). Product: Cl.C(C1=CC=CC=C1)(=O)C1=C(C=CC(=C1)Cl)N1N=C(N=C1CN(C)C)C(=O)N (1-(2-benzoyl-4-chlorophenyl)-5-[(dimethylamino)-methyl]-1H-1,2,4-triazole-3-carboxamide-hydrochloride). Reagents/catalysts: [O-2].[O-2].[O-2].[Cr+6] (chromium trioxide), [O-2].[O-2].[O-2].[Cr+6] (chromium trioxide). Starting materials: C1(=CC=CC2=CC=CC=C12)NC(=O)N1C[C@H](NCC1)[C@H](C)NC1=NC=CC(=N1)N1C=NC2=C1C=CC=C2 ((S,S)-2-[1-(4-(N-Naphth-1-yl-carbamoyl)piperazine-2-yl)ethylamino]-4-[benzimidazol 1-yl ]pyrimidine), N1=CC(=CC=C1)C=O (3-pyridinecarboxaldehyde), C(#N)[BH3-].[Na+] (sodium cyanoborohydride). Yields the product C[C@H]1[C@@H]2CN(CCN2C(N1C1=NC=CC(=N1)N1C=NC2=C1C=CC=C2)C=2C=NC=CC2)C(NC2=CC=CC1=CC=CC=C21)=O ((S,S)-2-[7-methyl-4-(N-naphth-1-yl-carbamoyl)-9-(pyridin-3-yl)-1,4,8-triazabicyclo-[4.3.0]nonan-8-yl]-4-[benzimidazol-1-yl]-pyrimidine). Reaction SMILES: [C:1]1([NH:11][C:12]([N:14]2[CH2:19][CH2:18][NH:17][C@H:16]([C@@H:20]([NH:22][C:23]3[N:28]=[C:27]([N:29]4[C:33]5[CH:34]=[CH:35][CH:36]=[CH:37][C:32]=5[N:31]=[CH:30]4)[CH:26]=[CH:25][N:24]=3)[CH3:21])[CH2:15]2)=[O:13])[C:10]2[C:5](=[CH:6][CH:7]=[CH:8][CH:9]=2)[CH:4]=[CH:3][CH:2]=1.[N:38]1[CH:43]=[CH:42][CH:41]=[C:40]([CH:44]=O)[CH:39]=1.C([BH3-])#N.[Na+]>>[CH3:21][C@@H:20]1[N:22]([C:23]2[N:28]=[C:27]([N:29]3[C:33]4[CH:34]=[CH:35][CH:36]=[CH:37][C:32]=4[N:31]=[CH:30]3)[CH:26]=[CH:25][N:24]=2)[CH:44]([C:40]2[CH:39]=[N:38][CH:43]=[CH:42][CH:41]=2)[N:17]2[C@H:16]1[CH2:15][N:14]([C:12](=[O:13])[NH:11][C:1]1[C:10]3[C:5](=[CH:6][CH:7]=[CH:8][CH:9]=3)[CH:4]=[CH:3][CH:2]=1)[CH2:19][CH2:18]2 |f:2.3|. Procedure: The title compound was prepared from 2-[1-(4-(N-naphth-1-yl-carbamoyl) piperazin-2-yl)-ethylamino]-4-[benzimidazol-1-yl]pyrimidine (EXAMPLE 36, Step C; 18.2 mg), 3-pyridinecarboxaldehyde (23.7 mg), and sodium cyanoborohydride (4.6 mg) according to the procedure described in Example 14, Step G. Mass spectrum (ESI) 582.2 (M+1). Starting materials: N1(CCCC1)CC1=CC=C(C=C1)[C@@H]1C[C@H](C1)COS(=O)(=O)C1=CC=C(C=C1)C (trans-Toluene-4-sulfonic acid 3-(4-pyrrolidin-1-ylmethyl-phenyl)-cyclobutylmethyl ester), amine, N1CCCC1 (pyrollidine). The solvent is CC(=O)N(C)C (DMA). Conditions: time 2 hour. The product is N1(CCCC1)CC1=CC=C(C=C1)[C@@H]1C[C@H](C1)CN1CCCC1 (trans-1-[3-(4-Pyrrolidin-1-ylmethyl-phenyl)-cyclobutylmethyl]-pyrrolidine). As a reaction SMILES: [N:1]1([CH2:6][C:7]2[CH:12]=[CH:11][C:10]([C@H:13]3[CH2:16][C@H:15]([CH2:17]OS(C4C=CC(C)=CC=4)(=O)=O)[CH2:14]3)=[CH:9][CH:8]=2)[CH2:5][CH2:4][CH2:3][CH2:2]1.[NH:29]1[CH2:33][CH2:32][CH2:31][CH2:30]1>CC(N(C)C)=O>[N:1]1([CH2:6][C:7]2[CH:8]=[CH:9][C:10]([C@H:13]3[CH2:14][C@H:15]([CH2:17][N:29]4[CH2:33][CH2:32][CH2:31][CH2:30]4)[CH2:16]3)=[CH:11][CH:12]=2)[CH2:2][CH2:3][CH2:4][CH2:5]1. Reported procedure: To a stirring solution of Example 48 (trans-toluene-4-sulfonic acid 3-(4-pyrrolidin-1-ylmethyl-phenyl)-cyclobutylmethyl ester) (200 mg, 0.5 mmol) in DMA (1.5 mL) was added the appropriate amine, for example pyrollidine (84 uL, 1.0 mmol). The reaction was then heated to 110 □C (oil bath). After 12 hr the reaction was cooled to rt and concentrated under reduced pressure. This material was free based by stirring in solid K2CO3 and MeOH for 2 hours. After 2 hr of stirring silica gel was added to the...